From a dataset of the Open Reaction Database (ORD), a public repository of structured organic reaction records. describe an organic reaction: reactants, conditions, products, and yield Reactants: ClC1=C(N)C(=CC=C1)Cl (2,6-dichloroaniline), FC1=C(C(=C(C=2C(C3=CC=CC=C3C(C12)=O)=O)F)F)F (1,2,3,4-Tetrafluoroanthraquinone), ClC1=C(N)C(=CC=C1)Cl (2,6-dichloroaniline). Yields the product ClC1=C(NC2=C(C=3C(C4=CC=CC=C4C(C3C(=C2F)F)=O)=O)F)C(=CC=C1)Cl (2-(2,6-dichloroanilino)-1,3,4-trifluoroanthraquinone), ClC1=C(NC2=C(C=3C(C4=CC=CC=C4C(C3C(=C2NC2=C(C=CC=C2Cl)Cl)F)=O)=O)F)C(=CC=C1)Cl (2,3-bis(2,6-dichloroanilino)-1,4-difluoroanthraquinone). Reaction SMILES: [F:1][C:2]1[C:15]2[C:14](=[O:16])[C:13]3[C:8](=[CH:9][CH:10]=[CH:11][CH:12]=3)[C:7](=[O:17])[C:6]=2[C:5]([F:18])=[C:4](F)[C:3]=1[F:20].[Cl:21][C:22]1[CH:28]=[CH:27][CH:26]=[C:25]([Cl:29])[C:23]=1[NH2:24]>>[Cl:21][C:22]1[CH:28]=[CH:27][CH:26]=[C:25]([Cl:29])[C:23]=1[NH:24][C:4]1[C:3]([F:20])=[C:2]([F:1])[C:15]2[C:14](=[O:16])[C:13]3[C:8](=[CH:9][CH:10]=[CH:11][CH:12]=3)[C:7](=[O:17])[C:6]=2[C:5]=1[F:18].[Cl:21][C:22]1[CH:28]=[CH:27][CH:26]=[C:25]([Cl:29])[C:23]=1[NH:24][C:4]1[C:3]([NH:24][C:23]2[C:22]([Cl:21])=[CH:28][CH:27]=[CH:26][C:25]=2[Cl:29])=[C:2]([F:1])[C:15]2[C:14](=[O:16])[C:13]3[C:8](=[CH:9][CH:10]=[CH:11][CH:12]=3)[C:7](=[O:17])[C:6]=2[C:5]=1[F:18]. Reported procedure: 2 g of 1,2,3,4-Tetrafluoroanthraquinone and 20 g of 2,6-dichloroaniline were charged in a 50 cc, four necked flask and then the reaction was carried out at 230° Cl for about 8 hours. After completion of reaction, 2,6-dichloroaniline was distilled out from the reaction solution, and a column purification thereof using a column with a silica gel was effected to give rise to 1.39 g of 2-(2,6-dichloroanilino)-1,3,4-trifluoroanthraquinone (Dye 10') (yield 46.1 mol %) and 0.78 g of 2,3-bis(2,6-dichlor... Starting materials: CC(C)(C)O, CN1Cc2c(C(=O)O)ncn2-c2ccccc2C1=O, O, O=P(Cl)(Cl)Cl, c1ccncc1. Product: CN1Cc2c(C(=O)OC(C)(C)C)ncn2-c2ccccc2C1=O. RXN SMILES: [C:20]([CH3:21])([CH3:22])([CH3:23])[OH:24].[CH3:1][N:2]1[CH2:3][c:4]2[n:5]([cH:14][n:15][c:16]2[C:17](=[O:18])[OH:19])-[c:6]2[c:7]([cH:10][cH:11][cH:12][cH:13]2)[C:8]1=[O:9].[OH2:30].[P:25]([Cl:26])([Cl:27])([Cl:28])=[O:29].[cH:31]1[cH:32][cH:33][n:34][cH:35][cH:36]1>>[CH3:1][N:2]1[CH2:3][c:4]2[n:5]([cH:14][n:15][c:16]2[C:17](=[O:18])[O:19][C:20]([CH3:21])([CH3:22])[CH3:23])-[c:6]2[c:7]([cH:10][cH:11][cH:12][cH:13]2)[C:8]1=[O:9]. The reactants are COC1=C(C(=O)O)C=C(C=C1)F (2-methoxy-5-fluorobenzoic acid), Cl.C(C)OCCN1C(=NC2=C1C=CC=C2)N2CCN(CCC2)CCC2(CNCC2)C2=CC=CC=C2 (3-(2-(4-(1-(2-ethoxyethyl)-1H-benzimidazol-2-yl)[1,4]diazepan-1-yl)ethyl)-3-phenylpyrrolidine hydrochloric acid salt). The product is COC1=C(C(=O)N2CC(CC2)(C2=CC=CC=C2)CCN2CCN(CCC2)C2=NC3=C(N2CCOCC)C=CC=C3)C=C(C=C1)F (1-(2-Methoxy-5-fluorobenzoyl)-3-(2-(4-(1-(2-ethoxyethyl)-1H-benzimidazol-2-yl)[1,4]diazepan-1-yl)ethyl)-3-phenylpyrrolidine). RXN SMILES: [CH3:1][O:2][C:3]1[CH:11]=[CH:10][C:9]([F:12])=[CH:8][C:4]=1[C:5]([OH:7])=O.Cl.[CH2:14]([O:16][CH2:17][CH2:18][N:19]1[C:23]2[CH:24]=[CH:25][CH:26]=[CH:27][C:22]=2[N:21]=[C:20]1[N:28]1[CH2:34][CH2:33][CH2:32][N:31]([CH2:35][CH2:36][C:37]2([C:42]3[CH:47]=[CH:46][CH:45]=[CH:44][CH:43]=3)[CH2:41][CH2:40][NH:39][CH2:38]2)[CH2:30][CH2:29]1)[CH3:15]>>[CH3:1][O:2][C:3]1[CH:11]=[CH:10][C:9]([F:12])=[CH:8][C:4]=1[C:5]([N:39]1[CH2:40][CH2:41][C:37]([CH2:36][CH2:35][N:31]2[CH2:32][CH2:33][CH2:34][N:28]([C:20]3[N:19]([CH2:18][CH2:17][O:16][CH2:14][CH3:15])[C:23]4[CH:24]=[CH:25][CH:26]=[CH:27][C:22]=4[N:21]=3)[CH2:29][CH2:30]2)([C:42]2[CH:47]=[CH:46][CH:45]=[CH:44][CH:43]=2)[CH2:38]1)=[O:7] |f:1.2|. Procedure details: Prepare by the method of Example 56.1 using 2-methoxy-5-fluorobenzoic acid and 3-(2-(4-(1-(2-ethoxyethyl)-1H-benzimidazol-2-yl)[1,4]diazepan-1-yl)ethyl)-3-phenylpyrrolidine hydrochloric acid salt (prepared from (−)-3-phenyl-3-(-2-hydroxyethyl)pyrrolidine(R,R)-di-p-anisoyltartaric acid salt) to give the title compound.